This data is from the Open Reaction Database (ORD), a public repository of structured organic reaction records. The task is: describe an organic reaction: reactants, conditions, products, and yield The reactants are BrC=1C=C(C(=NC1)C(=O)O)C(=O)O (5-bromo-pyridine-2,3-dicarboxylic acid), C(C)(=O)OC(C)=O (acetic anhydride). Conditions: temperature 80 celsius. The product is BrC=1C=C2C(=NC1)C(OC2=O)=O (3-bromo-furo[3,4-b]pyridine-5,7-dione). The yield is 78.5%. RXN SMILES: [Br:1][C:2]1[CH:3]=[C:4]([C:11]([OH:13])=[O:12])[C:5]([C:8]([OH:10])=O)=[N:6][CH:7]=1.C(OC(=O)C)(=O)C>>[Br:1][C:2]1[CH:3]=[C:4]2[C:11](=[O:12])[O:13][C:8](=[O:10])[C:5]2=[N:6][CH:7]=1. Procedure: A suspension of 5-bromo-pyridine-2,3-dicarboxylic acid (700 mg, 2.85 mmol) in acetic anhydride (0.88 ml, 9.39 mmol, 3.3 equiv.) was heated at 80° C. for 10 min and then refluxed for 1 h. Acetic anhydride was evaporated off in vacuo. The resulting solid was triturated with hexane to afford 3-bromo-furo[3,4-b]pyridine-5,7-dione (510 mg, 79%) as off white solid. The reactants are [H-].[H-].[H-].[H-].[Li+].[Al+3] (LiAlH4), CC1=NN=C2N1C1=C(C=C2)N(C(=C1)C)CC1=CC=C(C(=O)OC)C=C1 (methyl 4-[(1,7-dimethyl-6H-pyrrolo[2,3-e][1,2,4]triazolo[4,3-a]pyridin-6-yl)methyl]benzoate). Run in C1CCOC1 (THF), C1CCOC1 (THF). Run at time 30 minute. Product: CC1=NN=C2N1C1=C(C=C2)N(C(=C1)C)CC1=CC=C(C=C1)CO ({4-[(1,7-dimethyl-6H-pyrrolo[2,3-e][1,2,4]triazolo[4,3-a]pyridin-6-yl)methyl]phenyl}methanol). RXN SMILES: [H-].[H-].[H-].[H-].[Li+].[Al+3].[CH3:7][C:8]1[N:12]2[C:13]3[CH:19]=[C:18]([CH3:20])[N:17]([CH2:21][C:22]4[CH:31]=[CH:30][C:25]([C:26](OC)=[O:27])=[CH:24][CH:23]=4)[C:14]=3[CH:15]=[CH:16][C:11]2=[N:10][N:9]=1>C1COCC1>[CH3:7][C:8]1[N:12]2[C:13]3[CH:19]=[C:18]([CH3:20])[N:17]([CH2:21][C:22]4[CH:31]=[CH:30][C:25]([CH2:26][OH:27])=[CH:24][CH:23]=4)[C:14]=3[CH:15]=[CH:16][C:11]2=[N:10][N:9]=1 |f:0.1.2.3.4.5|. Reported procedure: 1.0 M LiAlH4 in THF (1.6 mL, 1.6 mmol, Aldrich) was added dropwise to a solution of the crude product of Step 1 in THF (27 mL) at 0° C. After 30 minutes, the reaction was quenched at 0° C. by the dropwise addition of a small amount of water, followed by excess amount of Rochelle's salt. After 10 minutes, sodium sulfate was added and enough DCM to afford a transparent yellow solution. The mixture was then filtered through celite and the solvent was removed in vacuo. Flash chromatography, eluting ... Starting materials: BrC=1C=CC(=NC1)C(=O)NC=1C=CC(=C(C1)[C@@]12N=C(SC[C@@H]1CCO2)NC(OC(C)(C)C)=O)F (tert-butyl (4aR,7aR)-7a-(5-(5-bromopicolinamido)-2-fluorophenyl)-4a,5,6,7a-tetrahydro-4H-furo[2,3-d][1,3]thiazin-2-ylcarbamate), C(=O)(C(F)(F)F)O (TFA). Run in ClCCl (dichloromethane). Conditions: time 2 hour. Product: BrC=1C=CC(=NC1)C(=O)N (5-bromopicolinamide). Isolated yield 228.6%. Reaction SMILES: [Br:1][C:2]1[CH:3]=[CH:4][C:5]([C:8]([NH:10]C2C=CC(F)=C([C@]34OCC[C@H]3CSC(NC(=O)OC(C)(C)C)=N4)C=2)=[O:9])=[N:6][CH:7]=1.C(O)(C(F)(F)F)=O>ClCCl>[Br:1][C:2]1[CH:3]=[CH:4][C:5]([C:8]([NH2:10])=[O:9])=[N:6][CH:7]=1. Procedure details: To a solution of tert-butyl (4aR,7aR)-7a-(5-(5-bromopicolinamido)-2-fluorophenyl)-4a,5,6,7a-tetrahydro-4H-furo[2,3-d][1,3]thiazin-2-ylcarbamate (12 mg) in dichloromethane (0.43 mL) was added TFA (67 μL) and the reaction mixture was stirred at rt for 2 h. The reaction mixture was subjected directly to preparative TLC eluting with 90% CH2Cl2/9% MeOH/1% NH4OH to give N-(3- (4aS,7aS)-2-amino-4a,5,6,7a-tetrahydro-4H-furo[2,3-d][1,3]thiazin-7a-yl)-4-fluorophenyl)-5-bromopicolinamide as a white foam (1... Reactants: CC(=O)[O-], CN(C)C=O, [Cl-], [I-], [K+], [K+], COc1ccc(F)cc1C(=O)c1cnc(NC2CCN(S(=O)(=O)CCCN3CCCC3)CC2)nc1N, [Na+], O. Product: COc1ccc(F)cc1C(=O)c1cnc(NC2CCN(S(=O)(=O)CCCOC(C)=O)CC2)nc1N. Reaction SMILES: [CH3:40][C:41]([O-:42])=[O:43].[CH3:44][N:45]([CH3:46])[CH:47]=[O:48].[Cl-:51].[I-:38].[K+:37].[K+:39].[NH2:1][c:2]1[n:3][c:4]([NH:19][CH:20]2[CH2:21][CH2:22][N:23]([S:26](=[O:27])(=[O:28])[CH2:29][CH2:30][CH2:31][N:32]3[CH2:33][CH2:34][CH2:35][CH2:36]3)[CH2:24][CH2:25]2)[n:5][cH:6][c:7]1[C:8](=[O:9])[c:10]1[c:11]([O:17][CH3:18])[cH:12][cH:13][c:14]([F:16])[cH:15]1.[Na+:50].[OH2:49]>>[NH2:1][c:2]1[n:3][c:4]([NH:19][CH:20]2[CH2:21][CH2:22][N:23]([S:26](=[O:27])(=[O:28])[CH2:29][CH2:30][CH2:31][O:43][C:41]([CH3:40])=[O:42])[CH2:24][CH2:25]2)[n:5][cH:6][c:7]1[C:8](=[O:9])[c:10]1[c:11]([O:17][CH3:18])[cH:12][cH:13][c:14]([F:16])[cH:15]1. Reactants: CCOC=C1CC2C3CCc4cc(OCc5ccccc5)ccc4C3CCC2(C)C1OC(C)=O, C1CCOC1, Cl, [Na+], O=C([O-])O, O. Product: CC(=O)OC1C(C=O)CC2C3CCc4cc(OCc5ccccc5)ccc4C3CCC21C. RXN SMILES: [C:1]([CH3:2])(=[O:3])[O:4][CH:5]1[C:6]2([CH3:7])[CH:8]([CH2:9][C:10]1=[CH:11][O:12][CH2:13][CH3:14])[CH:15]1[CH2:16][CH2:17][c:18]3[cH:19][c:20]([O:27][CH2:28][c:29]4[cH:30][cH:31][cH:32][cH:33][cH:34]4)[cH:21][cH:22][c:23]3[CH:24]1[CH2:25][CH2:26]2.[CH2:42]1[O:43][CH2:44][CH2:45][CH2:46]1.[ClH:35].[Na+:41].[O-:37][C:38]([OH:39])=[O:40].[OH2:36]>>[C:1]([CH3:2])(=[O:3])[O:4][CH:5]1[C:6]2([CH3:7])[CH:8]([CH2:9][CH:10]1[CH:11]=[O:12])[CH:15]1[CH2:16][CH2:17][c:18]3[cH:19][c:20]([O:27][CH2:28][c:29]4[cH:30][cH:31][cH:32][cH:33][cH:34]4)[cH:21][cH:22][c:23]3[CH:24]1[CH2:25][CH2:26]2.